This data is from the Open Reaction Database (ORD), a public repository of structured organic reaction records. The task is: describe an organic reaction: reactants, conditions, products, and yield The product is OCC=1C=C(C=CC1)[N+](=CC1=C(C=CC=C1)[N+](=O)[O-])[O-] (N-(3-Hydroxymethylphenyl)-α-(2-nitrophenyl)nitrone). The reactants are OCC=1C=C(C=CC1)NO (N-(3-Hydroxymethylphenyl)hydroxylamine), [N+](=O)([O-])C1=C(C=O)C=CC=C1 (2-nitrobenzaldehyde). Yield: 64.0%. As a reaction SMILES: [OH:1][CH2:2][C:3]1[CH:4]=[C:5]([NH:9][OH:10])[CH:6]=[CH:7][CH:8]=1.[N+:11]([C:14]1[CH:21]=[CH:20][CH:19]=[CH:18][C:15]=1[CH:16]=O)([O-:13])=[O:12]>>[OH:1][CH2:2][C:3]1[CH:4]=[C:5]([N+:9]([O-:10])=[CH:16][C:15]2[CH:18]=[CH:19][CH:20]=[CH:21][C:14]=2[N+:11]([O-:13])=[O:12])[CH:6]=[CH:7][CH:8]=1. Procedure details: The reaction of hydroxylamine 91 (1.36 g, 10 mmol) with 2-nitrobenzaldehyde (59) (1.51 g, 10 mmol) afforded, after workup, a yellow oil. The crude product was recrystallized from acetone/petroleum ether to obtain 1.74 g (6.4 mmol, 64%) of 94 as a yellow crystalline solid: mp 97°-99° C.; IR (CH2Cl2) 3605, 1570, 1525, 1340, 1155 cm-1 ; 1H NMR (Me2SO-d6) δ 4.60 (d, J=5.6 Hz, 2H), 5.43 (t, J=5.6 Hz, 1H), 7.49-8.74 (m, 9H); 13C NMR (Me2SO-d6) δ 62.82, 119.85, 120.24, 124.84, 125.06, 128.85, 129.54, 1... Reactants: C1(=CC=CC=C1)S(=O)C (Methyl phenyl sulfoxide), N1=CC=CC=C1 (pyridine), BrBr (bromine). Solvent: C(C)#N (acetonitrile), C(C)#N (acetonitrile). Conditions: temperature -40 celsius, time 1 hour. Product: C1(=CC=CC=C1)S(=O)CBr (bromomethyl phenyl sulfoxide). Reaction SMILES: [C:1]1([S:7]([CH3:9])=[O:8])[CH:6]=[CH:5][CH:4]=[CH:3][CH:2]=1.N1C=CC=CC=1.[Br:16]Br>C(#N)C>[C:1]1([S:7]([CH2:9][Br:16])=[O:8])[CH:6]=[CH:5][CH:4]=[CH:3][CH:2]=1. Procedure details: Methyl phenyl sulfoxide (21.644 g, 154.4 mmol) was dissolved in anhydrous pyridine (27.4 mL, 2.2 eq) and dry acetonitrile (100 mL). The solution was cooled to −40° C. under an argon atmosphere. A solution of bromine (49.4 g, 2 eq) in dry acetonitrile (50 mL) was added slowly, maintaining the same temperature. The mixture was stirred at −40° C. for 1 h and then overnight at room temperature. The solvent was evaporated under vacuum and the residue was dissolved in dichloromethane. The organic laye... The reactants are COCCOc1c(CCl)cccc1OC, COc1ccccc1COCCCOc1ccc(C2CCN(C(=O)OC(C)(C)C)CC2O)cc1. Yields the product COCCOc1c(COC2CN(C(=O)OC(C)(C)C)CCC2c2ccc(OCCCOCc3ccccc3OC)cc2)cccc1OC. RXN SMILES: [Cl:35][CH2:36][c:37]1[c:38]([O:45][CH2:46][CH2:47][O:48][CH3:49])[c:39]([O:43][CH3:44])[cH:40][cH:41][cH:42]1.[OH:1][CH:2]1[CH2:3][N:4]([C:28](=[O:29])[O:30][C:31]([CH3:32])([CH3:33])[CH3:34])[CH2:5][CH2:6][CH:7]1[c:8]1[cH:9][cH:10][c:11]([O:14][CH2:15][CH2:16][CH2:17][O:18][CH2:19][c:20]2[c:21]([O:26][CH3:27])[cH:22][cH:23][cH:24][cH:25]2)[cH:12][cH:13]1>>[O:1]([CH:2]1[CH2:3][N:4]([C:28](=[O:29])[O:30][C:31]([CH3:32])([CH3:33])[CH3:34])[CH2:5][CH2:6][CH:7]1[c:8]1[cH:9][cH:10][c:11]([O:14][CH2:15][CH2:16][CH2:17][O:18][CH2:19][c:20]2[c:21]([O:26][CH3:27])[cH:22][cH:23][cH:24][cH:25]2)[cH:12][cH:13]1)[CH2:36][c:37]1[c:38]([O:45][CH2:46][CH2:47][O:48][CH3:49])[c:39]([O:43][CH3:44])[cH:40][cH:41][cH:42]1. Procedure details: A solution of dimethyl-[2-(4-nitro-phenoxy)-ethyl]-amine hydrochloride (0.29 g, 1.2 mmol) in ethanol (20 mL) is hydrogenated at atmospheric pressure over 10% palladium on carbon. The reaction mixture is filtered through a pad of diatomaceous earth and concentrated to give 4-(2-dimethylamino-ethoxy)-phenylamine hydrochloride (0.24 g, 96%). Yields the product Cl.CN(CCOC1=CC=C(C=C1)N)C (4-(2-dimethylamino-ethoxy)-phenylamine hydrochloride). Reaction SMILES: [ClH:1].[CH3:2][N:3]([CH3:16])[CH2:4][CH2:5][O:6][C:7]1[CH:12]=[CH:11][C:10]([N+:13]([O-])=O)=[CH:9][CH:8]=1>C(O)C.[Pd]>[ClH:1].[CH3:2][N:3]([CH3:16])[CH2:4][CH2:5][O:6][C:7]1[CH:12]=[CH:11][C:10]([NH2:13])=[CH:9][CH:8]=1 |f:0.1,4.5|. The reagents and catalysts are [Pd] (palladium on carbon). Starting materials: Cl.CN(CCOC1=CC=C(C=C1)[N+](=O)[O-])C (dimethyl-[2-(4-nitro-phenoxy)-ethyl]-amine hydrochloride). Isolated yield 92.3%. Solvent: C(C)O (ethanol). Product: EtOAc hexanes, C(C=C)C1=C(C=C(C=C1)OC)CC1=CC=CC=C1 (4-Allyl-3-benzylanisole). RXN SMILES: [Li+].[Cl-].[CH2:3]([C:10]1[CH:11]=[C:12]([O:24][CH3:25])[CH:13]=[CH:14][C:15]=1OS(C(F)(F)F)(=O)=O)[C:4]1[CH:9]=[CH:8][CH:7]=[CH:6][CH:5]=1.[CH2:26]([Sn](CCCC)(CCCC)CCCC)[CH:27]=[CH2:28]>Cl[Pd](Cl)([P](C1C=CC=CC=1)(C1C=CC=CC=1)C1C=CC=CC=1)[P](C1C=CC=CC=1)(C1C=CC=CC=1)C1C=CC=CC=1.CN(C=O)C>[CH2:28]([C:15]1[CH:14]=[CH:13][C:12]([O:24][CH3:25])=[CH:11][C:10]=1[CH2:3][C:4]1[CH:9]=[CH:8][CH:7]=[CH:6][CH:5]=1)[CH:27]=[CH2:26] |f:0.1,^1:44,63|. Procedure: LiCl (3.08 g, 72.8 mmol) in a roundbottom flask was flame-dried in high vacuum, and the system was allowed to cool to RT under argon. 3-Benzyl-4-(trifluoromethanesulfonyloxy)anisole (21.0 g, 60.6 mmol), bis(triphenylphosphine)palladium(II) chloride (2.13 g, 3.0 mmol), anhydrous DMF (150 mL), and allyltributyltin (22.6 mL, 72.8 mmol) were added, and the mixture was purged with argon through three evacuation/argon flush cycles. The mixture was heated in an oil bath preset at 95° C., affording a ye... The reagents and catalysts are Cl[Pd]([P](C1=CC=CC=C1)(C2=CC=CC=C2)C3=CC=CC=C3)([P](C4=CC=CC=C4)(C5=CC=CC=C5)C6=CC=CC=C6)Cl (bis(triphenylphosphine)palladium(II) chloride). Reactants: [Li+].[Cl-] (LiCl), C(C1=CC=CC=C1)C=1C=C(C=CC1OS(=O)(=O)C(F)(F)F)OC (3-Benzyl-4-(trifluoromethanesulfonyloxy)anisole), C(C=C)[Sn](CCCC)(CCCC)CCCC (allyltributyltin). The solvent is CN(C)C=O (DMF). The yield is 98.4%. Run at time 1.5 hour. Starting materials: O=C([O-])[O-], COCC(=O)CC(=O)OC(C)(C)C, CN(C)C=O, CCOC(=O)CCCCI, [K+], [K+]. Product: CCOC(=O)CCCCC(C(=O)COC)C(=O)OC(C)(C)C. Reaction SMILES: [C:14](=[O:15])([O-:16])[O-:17].[CH3:1][O:2][CH2:3][C:4]([CH2:5][C:6](=[O:7])[O:8][C:9]([CH3:10])([CH3:11])[CH3:12])=[O:13].[CH3:30][N:31]([CH3:32])[CH:33]=[O:34].[I:20][CH2:21][CH2:22][CH2:23][CH2:24][C:25](=[O:26])[O:27][CH2:28][CH3:29].[K+:18].[K+:19]>>[CH3:1][O:2][CH2:3][C:4]([CH:5]([C:6](=[O:7])[O:8][C:9]([CH3:10])([CH3:11])[CH3:12])[CH2:21][CH2:22][CH2:23][CH2:24][C:25](=[O:26])[O:27][CH2:28][CH3:29])=[O:13]. Starting materials: C(CC)NCCC (di-n-propylamine), mercuric chloride, ( IV ), 3-amino-2-azocanopyridine, C(C)OC(=O)N=C=S (ethoxy-carbonyl isothiocyanate), NC(=S)N (thiourea). The solvent is CN(C)C=O (DMF). Reaction conditions: time 3 hour. Yields the product C(C)OC(=O)NC(=N)N (N-ethoxycarbonylguanidine). As a reaction SMILES: [CH2:1]([O:3][C:4](N=C=S)=[O:5])[CH3:2].[NH2:9][C:10]([NH2:12])=S.C([NH:16]CCC)CC>CN(C=O)C>[CH2:1]([O:3][C:4]([NH:9][C:10]([NH2:12])=[NH:16])=[O:5])[CH3:2]. Procedure details: A mixture of 0.02 mol (4.10 g) of 3-amino-2-azocanopyridine and 0.02 mol of ethoxy-carbonyl isothiocyanate is stirred at ambient temperature for 3 hours in 100 ml of DMF, by which means the thiourea of formula (IV) is obtained, which it is not necessary to isolate. The solution is cooled to 0° C. and saturated with 2.5 eq. of di-n-propylamine, and 0.02 mol of mercuric chloride is added; at the end of 15 minutes, the ice bath is removed and the mixture is stirred at ambient temperature for 3 hour...